Dataset: the Open Reaction Database (ORD), a public repository of structured organic reaction records. Task: describe an organic reaction: reactants, conditions, products, and yield Procedure: To a solution of 4-((tert-butoxycarbonylamino)methyl)phenylboronic acid (1 g, 3.98 mmol), potassium carbonate (1.1 g, 7.96 mmol), 4-Bromo-2-(t-butoxy)pyridine (1.1 g, 4.78 mmol) in degassed toluene/EtOH/water (2:1:1) (6 mL) was added [1,1′-Bis (diphenylphosphino)ferrocene]dichloropalladium (II) (0.14 g, 0.199 mmol). The reaction mixture was then heated in the microwave at 75° C. for 30 min. After cooling the mixture, it was purified by silica gel chromatography (eluent: CH2Cl2/ethyl acetate 95:5... The product is C(C)(C)(C)OC1=NC=CC(=C1)C1=CC=C(CNC(OC(C)(C)C)=O)C=C1 (tert-butyl 4-(2-tert-butoxypyridin-4-yl)benzylcarbamate). RXN SMILES: [C:1]([O:5][C:6]([NH:8][CH2:9][C:10]1[CH:15]=[CH:14][C:13](B(O)O)=[CH:12][CH:11]=1)=[O:7])([CH3:4])([CH3:3])[CH3:2].C(=O)([O-])[O-].[K+].[K+].Br[C:26]1[CH:31]=[CH:30][N:29]=[C:28]([O:32][C:33]([CH3:36])([CH3:35])[CH3:34])[CH:27]=1>C1(C)C=CC=CC=1.CCO.O.C1C=CC(P(C2C=CC=CC=2)[C-]2C=CC=C2)=CC=1.C1C=CC(P(C2C=CC=CC=2)[C-]2C=CC=C2)=CC=1.Cl[Pd]Cl.[Fe+2]>[C:33]([O:32][C:28]1[CH:27]=[C:26]([C:13]2[CH:14]=[CH:15][C:10]([CH2:9][NH:8][C:6](=[O:7])[O:5][C:1]([CH3:4])([CH3:3])[CH3:2])=[CH:11][CH:12]=2)[CH:31]=[CH:30][N:29]=1)([CH3:36])([CH3:34])[CH3:35] |f:1.2.3,5.6.7,8.9.10.11|. Starting materials: C(C)(C)(C)OC(=O)NCC1=CC=C(C=C1)B(O)O (4-((tert-butoxycarbonylamino)methyl)phenylboronic acid), C([O-])([O-])=O.[K+].[K+] (potassium carbonate), BrC1=CC(=NC=C1)OC(C)(C)C (4-Bromo-2-(t-butoxy)pyridine). Run at temperature 75 celsius. The reagents and catalysts are C1=CC=C(C=C1)P([C-]2C=CC=C2)C3=CC=CC=C3.C1=CC=C(C=C1)P([C-]2C=CC=C2)C3=CC=CC=C3.Cl[Pd]Cl.[Fe+2] ([1,1′-Bis (diphenylphosphino)ferrocene]dichloropalladium (II)). Run in C1(=CC=CC=C1)C.CCO.O (toluene EtOH water). Starting materials: Ag AgCl, Cl\C(=C/C)\C1=CC=CC=C1 (Z-1-chloro-1-phenylpropene), platinum-on-titanium, OP(=O)(O)O (H3PO4), K3Fe(CN)6, C(=O)([O-])[O-].[K+].[K+] (K2CO3), CC(C)(C)O (t-BuOH), PHAL-DHQ. Reagents/catalysts: O=[Os](=O)(=O)=O (OsO4), [Ni] (nickel). Solvent: C(C)(=O)OCC (ethyl acetate), O (water). Reaction conditions: time 2 hour. The product is O[C@H](C(=O)C1=CC=CC=C1)C ((S)-2-hydroxypropiophenone). Reaction SMILES: OP(O)(O)=O.[C:6]([O-:9])([O-])=O.[K+].[K+].[CH3:12][C:13]([OH:16])(C)C.Cl/C(/[C:21]1[CH:26]=[CH:25][CH:24]=[CH:23][CH:22]=1)=C\C>[Ni].O=[Os](=O)(=O)=O.C(OCC)(=O)C.O>[OH:16][C@@H:13]([CH3:12])[C:6]([C:21]1[CH:22]=[CH:23][CH:24]=[CH:25][CH:26]=1)=[O:9] |f:1.2.3|. Procedure details: A divided glass H-cell as described in Example-6.1 which is equipped with a platinum-on-titanium metal anode (5 cm2) and a nickel foil cathode is charged in the cathode compartment with 50 mL of 8% H3PO4 solution and in the anode compartment with K3Fe(CN)6 (1.71 g, 4.5 mmol), K2CO3 (10.35 g, 75.0 mmol) and t-BuOH (45 mL)/water (50 mL), the chiral ligand, PHAL-DHQ (175 mg. 0.225 mmol), OsO4 (0.196M in toluene, 0.077 mL, 0.015 mmol) and Z-1-chloro-1-phenylpropene (6.9 g, 66.6% purity, 30 mmol). Th...